Dataset: the Open Reaction Database (ORD), a public repository of structured organic reaction records. Task: describe an organic reaction: reactants, conditions, products, and yield Starting materials: C#CC(CC)O (1-pentyn-3-ol), IC1=C2/C(/C(NC2=CC=C1)=O)=C/C=1NC=CC1OC ((Z)-1,3-dihydro-4-iodo-3-[(3-methoxy-1H-pyrrol-2-yl)methylene]-2H-indol-2-one), IC1=C2/C(/C(NC2=CC=C1)=O)=C/C=1NC=CC1OC ((Z)-1,3-dihydro-4-iodo-3-[(3-methoxy-1H-pyrrol-2-yl)methylene]-2H-indol-2-one). Reagents/catalysts: Cl[Pd]([P](C1=CC=CC=C1)(C2=CC=CC=C2)C3=CC=CC=C3)([P](C4=CC=CC=C4)(C5=CC=CC=C5)C6=CC=CC=C6)Cl ((Ph3P)2PdCl2). Solvent: CCN(CC)CC (Et3N), CN(C)C=O (DMF). Product: OC(C#CC1=C2/C(/C(NC2=CC=C1)=O)=C/C=1NC=CC1OC)CC (rac-(Z)-1,3-dihydro-4-(3-hydroxy-1-pentynyl)-3-[(3-methoxy-1H-pyrrol-2-yl)methylene]-2H-indol-2-one). Reaction SMILES: [CH:1]#[C:2][CH:3]([OH:6])[CH2:4][CH3:5].I[C:8]1[CH:16]=[CH:15][CH:14]=[C:13]2[C:9]=1/[C:10](=[CH:18]/[C:19]1[NH:20][CH:21]=[CH:22][C:23]=1[O:24][CH3:25])/[C:11](=[O:17])[NH:12]2>Cl[Pd](Cl)([P](C1C=CC=CC=1)(C1C=CC=CC=1)C1C=CC=CC=1)[P](C1C=CC=CC=1)(C1C=CC=CC=1)C1C=CC=CC=1.CN(C=O)C.CCN(CC)CC>[OH:6][CH:3]([CH2:4][CH3:5])[C:2]#[C:1][C:8]1[CH:16]=[CH:15][CH:14]=[C:13]2[C:9]=1/[C:10](=[CH:18]/[C:19]1[NH:20][CH:21]=[CH:22][C:23]=1[O:24][CH3:25])/[C:11](=[O:17])[NH:12]2 |^1:28,47|. Reported procedure: Using Method C above, 1-pentyn-3-ol (40 mg, 0.48 mmol) (Aldrich) was coupled with (Z)-1,3-dihydro-4-iodo-3-[(3-methoxy-1H-pyrrol-2-yl)methylene]-2H-indol-2-one (146 mg, 0.4 mmol) (Starting Material 2 supra) using (Ph3P)2PdCl2 (20 mg) and Cul (10 mg) as catalyst in DMF (2 mL) and Et3N (2 mL) as solvent at 70° C. for 15 h to yield rac-(Z)-1,3-dihydro-4-(3-hydroxy-1-pentynyl)-3-[(3-methoxy-1H-pyrrol-2-yl)methylene]-2H-indol-2-one. (Yield 78 mg, 60%).